Dataset: the Open Reaction Database (ORD), a public repository of structured organic reaction records. Task: describe an organic reaction: reactants, conditions, products, and yield The reactants are ClCCl, Cl, CC(=O)Nc1nc(CCc2ccc(COC(=O)NNC(=O)OC(C)(C)C)c(F)c2)cs1, C1COCCO1. Yields the product Cl, CC(=O)Nc1nc(CCc2ccc(COC(=O)NN)c(F)c2)cs1. Reaction SMILES: [Cl:39][CH2:40][Cl:41].[ClH:38].[NH:1]([NH:2][C:3]([O:4][C:5]([CH3:6])([CH3:7])[CH3:8])=[O:9])[C:10](=[O:11])[O:12][CH2:13][c:14]1[c:15]([F:31])[cH:16][c:17]([CH2:20][CH2:21][c:22]2[n:23][c:24]([NH:27][C:28]([CH3:29])=[O:30])[s:25][cH:26]2)[cH:18][cH:19]1.[O:32]1[CH2:33][CH2:34][O:35][CH2:36][CH2:37]1>>[ClH:38].[NH:1]([NH2:2])[C:10](=[O:11])[O:12][CH2:13][c:14]1[c:15]([F:31])[cH:16][c:17]([CH2:20][CH2:21][c:22]2[n:23][c:24]([NH:27][C:28]([CH3:29])=[O:30])[s:25][cH:26]2)[cH:18][cH:19]1. The reactants are O=C(CBr)Nc1ccccc1C(=O)O, [K+], Nc1ccc(-c2ccccc2)cc1, CN(C)C=O, [OH-], O. Yields the product O=C(CNc1ccc(-c2ccccc2)cc1)Nc1ccccc1C(=O)O. As a reaction SMILES: [Br:1][CH2:2][C:3](=[O:4])[NH:5][c:6]1[c:7]([C:8](=[O:9])[OH:10])[cH:11][cH:12][cH:13][cH:14]1.[K+:34].[NH2:15][c:16]1[cH:17][cH:18][c:19](-[c:22]2[cH:23][cH:24][cH:25][cH:26][cH:27]2)[cH:20][cH:21]1.[O:28]=[CH:29][N:30]([CH3:31])[CH3:32].[OH-:33].[OH2:35]>>[CH2:2]([C:3](=[O:4])[NH:5][c:6]1[c:7]([C:8](=[O:9])[OH:10])[cH:11][cH:12][cH:13][cH:14]1)[NH:15][c:16]1[cH:17][cH:18][c:19](-[c:22]2[cH:23][cH:24][cH:25][cH:26][cH:27]2)[cH:20][cH:21]1.